From a dataset of the Open Reaction Database (ORD), a public repository of structured organic reaction records. describe an organic reaction: reactants, conditions, products, and yield The reactants are Cl.O1CCOCC1 (hydrogen chloride 1,4-dioxane), C(C)(C)(C)OC(NC=1C=NC=C(C1)C=1N(C=CC1)C)=O (tert-butyl(5-(1-methyl-1H-pyrrol-2-yl)pyridin-3-yl)carbamate). Run in C(C)(=O)OCC (ethyl acetate). Conditions: time 15 hour. Product: CN1C(=CC=C1)C=1C=C(C=NC1)N.Cl (5-(1-methyl-1H-pyrrol-2-yl)pyridin-3-amine•hydrochloride). RXN SMILES: [ClH:1].O1CCOCC1.C(OC(=O)[NH:14][C:15]1[CH:16]=[N:17][CH:18]=[C:19]([C:21]2[N:22]([CH3:26])[CH:23]=[CH:24][CH:25]=2)[CH:20]=1)(C)(C)C>C(OCC)(=O)C>[CH3:26][N:22]1[CH:23]=[CH:24][CH:25]=[C:21]1[C:19]1[CH:20]=[C:15]([NH2:14])[CH:16]=[N:17][CH:18]=1.[ClH:1] |f:0.1,4.5|. Procedure: 4M hydrogen chloride/1,4-dioxane (1 ml) was added to an ethyl acetate (2 ml) solution containing tert-butyl(5-(1-methyl-1H-pyrrol-2-yl)pyridin-3-yl)carbamate (80 mg) obtained in the 1st step, followed by stirring at room temperature for 15 hours. An insoluble precipitate was collected by filtration, and a light brown solid of 5-(1-methyl-1H-pyrrol-2-yl)pyridin-3-amine•hydrochloride (42 mg) was thus obtained. Reactants: CCOC(C)=O, CCn1ncc2c(NC(C)C3CCCCC3)c(C(=O)O)cnc21, Oc1c(F)c(F)c(F)c(F)c1F, CN(C)C=O, c1ccncc1. The product is CCn1ncc2c(NC(C)C3CCCCC3)c(C(=O)Oc3c(F)c(F)c(F)c(F)c3F)cnc21. RXN SMILES: [CH3:47][CH2:48][O:49][C:50]([CH3:51])=[O:52].[CH:1]1([CH:7]([CH3:8])[NH:9][c:10]2[c:11]3[c:12]([n:13][cH:14][c:15]2[C:16](=[O:17])[OH:18])[n:19]([CH2:22][CH3:23])[n:20][cH:21]3)[CH2:2][CH2:3][CH2:4][CH2:5][CH2:6]1.[F:30][c:31]1[c:32]([F:41])[c:33]([F:40])[c:34]([F:39])[c:35]([F:38])[c:36]1[OH:37].[O:42]=[CH:43][N:44]([CH3:45])[CH3:46].[cH:24]1[cH:25][cH:26][n:27][cH:28][cH:29]1>>[CH:1]1([CH:7]([CH3:8])[NH:9][c:10]2[c:11]3[c:12]([n:13][cH:14][c:15]2[C:16]([O:17][c:36]2[c:31]([F:30])[c:32]([F:41])[c:33]([F:40])[c:34]([F:39])[c:35]2[F:38])=[O:18])[n:19]([CH2:22][CH3:23])[n:20][cH:21]3)[CH2:2][CH2:3][CH2:4][CH2:5][CH2:6]1. The reactants are CC(C)(C)NC(=O)C1=NC=CC=C1C (N-(1,1-dimethylethyl)-3-methyl-2-pyridine carboxamide), FC=1C=C(CCl)C=CC1 (3-fluoro-benzyl chloride), [Br-].[Na+] (Sodium bromide), C(CCC)[Li] (n-butyllithium), C(CCC)[Li] (n-butyllithium). Run in O1CCCC1 (Tetrahydrofuran), O1CCCC1 (tetrahydrofuran), O (water). Conditions: temperature -40 celsius, time 30 minute. Yields the product FC=1C=C(C=CC1)CCC=1C(=NC=CC1)C(=O)NC(C)(C)C (3-[2-( 3-fluoro-phenyl)ethyl]-N-(1,1-dimethylethyl)-2-pyridine carboxamide). RXN SMILES: [CH3:1][C:2]([NH:5][C:6]([C:8]1[C:13]([CH3:14])=[CH:12][CH:11]=[CH:10][N:9]=1)=[O:7])([CH3:4])[CH3:3].C([Li])CCC.[Br-].[Na+].[F:22][C:23]1[CH:24]=[C:25]([CH:28]=[CH:29][CH:30]=1)[CH2:26]Cl>O1CCCC1.O>[F:22][C:23]1[CH:24]=[C:25]([CH2:26][CH2:14][C:13]2[C:8]([C:6]([NH:5][C:2]([CH3:1])([CH3:3])[CH3:4])=[O:7])=[N:9][CH:10]=[CH:11][CH:12]=2)[CH:28]=[CH:29][CH:30]=1 |f:2.3|. Procedure details: Tetrahydrofuran (125 mL), and N-(1,1-dimethylethyl)-3-methyl-2-pyridine carboxamide (1 equivalent), are charged and cooled to -40° C. under nitrogen. Two equivalents of n-butyllithium are then added over 40 minutes. When half the n-butyllithium is added the mixture turns purple. Sodium bromide (1.3 g) is added and 3-fluoro-benzyl chloride (1.05 equivalents) is added dropwise (1:1 solution in tetrahydrofuran) over 40-50 minutes while the temperature is maintained at -40° C. After 30 minutes at -4... Starting materials: CN(C(=O)C1=CCC2(CCN(CC2)C(=O)OC(C)(C)C)C2=CC=CC=C12)C (tert-butyl 4-(dimethylcarbamoyl)-2H-spiro[naphthalene-1,4′-piperidine]-1′-carboxylate), C(=O)(C(F)(F)F)O (TFA). Run in ClCCl (dichloromethane). Yields the product CN(C(=O)C1=CCC2(CCNCC2)C2=CC=CC=C12)C (N,N-dimethyl-2H-spiro[naphthalene-1,4′-piperidine]-4-carboxamide). The yield is 118.6%. Reaction SMILES: [CH3:1][N:2]([CH3:27])[C:3]([C:5]1[C:26]2[C:21](=[CH:22][CH:23]=[CH:24][CH:25]=2)[C:8]2([CH2:13][CH2:12][N:11](C(OC(C)(C)C)=O)[CH2:10][CH2:9]2)[CH2:7][CH:6]=1)=[O:4].C(O)(C(F)(F)F)=O>ClCCl>[CH3:1][N:2]([CH3:27])[C:3]([C:5]1[C:26]2[C:21](=[CH:22][CH:23]=[CH:24][CH:25]=2)[C:8]2([CH2:13][CH2:12][NH:11][CH2:10][CH2:9]2)[CH2:7][CH:6]=1)=[O:4]. Procedure: A solution of the dimethylamide (B2) (156 mg) in dichloromethane (5 ml) was treated with TFA (1 ml) for 1 h. After concentration and co-evaporation with acetonitrile, the residue was dissolved in dichloromethane, washed with a mixture of brine and 1 ml 6N NaOH, dried (Na2SO4), and concentrated to give N,N-dimethyl-2H-spiro[naphthalene-1,4′-piperidine]-4-carboxamide (B3) (135 mg). LC-MS: m/e=271.0 (M+H). Rt=1.30 min.